Dataset: the Open Reaction Database (ORD), a public repository of structured organic reaction records. Task: describe an organic reaction: reactants, conditions, products, and yield The reactants are C#CC1CC1, CC(C)NC(C)C, [Cu]I, NC1=NC2(CO1)c1cc(O)ccc1Oc1ccc(Br)cc12, c1ccc(P(c2ccccc2)(c2ccccc2)[Pd](P(c2ccccc2)(c2ccccc2)c2ccccc2)(P(c2ccccc2)(c2ccccc2)c2ccccc2)P(c2ccccc2)(c2ccccc2)c2ccccc2)cc1. The product is NC1=NC2(CO1)c1cc(O)ccc1Oc1ccc(C#CC3CC3)cc12. Reaction SMILES: [CH:22]1([C:25]#[CH:26])[CH2:23][CH2:24]1.[CH:27]([NH:28][CH:29]([CH3:30])[CH3:31])([CH3:32])[CH3:33].[Cu:34][I:35].[NH2:1][C:2]1=[N:6][C:5]2([CH2:4][O:3]1)[c:7]1[cH:8][c:9]([OH:21])[cH:10][cH:11][c:12]1[O:13][c:14]1[cH:15][cH:16][c:17]([Br:20])[cH:18][c:19]12.[cH:36]1[cH:37][cH:38][c:39]([P:40]([Pd:41]([P:42]([c:43]2[cH:44][cH:45][cH:46][cH:47][cH:48]2)([c:49]2[cH:50][cH:51][cH:52][cH:53][cH:54]2)[c:55]2[cH:56][cH:57][cH:58][cH:59][cH:60]2)([P:61]([c:62]2[cH:63][cH:64][cH:65][cH:66][cH:67]2)([c:68]2[cH:69][cH:70][cH:71][cH:72][cH:73]2)[c:74]2[cH:75][cH:76][cH:77][cH:78][cH:79]2)[P:80]([c:81]2[cH:82][cH:83][cH:84][cH:85][cH:86]2)([c:87]2[cH:88][cH:89][cH:90][cH:91][cH:92]2)[c:93]2[cH:94][cH:95][cH:96][cH:97][cH:98]2)([c:99]2[cH:100][cH:101][cH:102][cH:103][cH:104]2)[c:105]2[cH:106][cH:107][cH:108][cH:109][cH:110]2)[cH:111][cH:112]1>>[NH2:1][C:2]1=[N:6][C:5]2([CH2:4][O:3]1)[c:7]1[cH:8][c:9]([OH:21])[cH:10][cH:11][c:12]1[O:13][c:14]1[cH:15][cH:16][c:17]([C:26]#[C:25][CH:22]3[CH2:23][CH2:24]3)[cH:18][c:19]12. The reactants are ClC1=C(C=C(C=C1)N=C1SC[C@@H](N1)C(C)CC)C(F)(F)F ((4S)-2-(4-chloro-3-(trifluoromethyl)phenylimino)-4-(2-butyl)-1,3-thiazolidine), C(C(C)C)Br (isobutyl bromide). The product is ClC1=C(C=C(C=C1)N=C1SC[C@@H](N1CC(C)C)C(C)CC)C(F)(F)F ((4S)-2-(4-chloro-3-(trifluoromethyl)phenylimino)-4-(2-butyl)-3-isobutyl-1,3-thiazolidine). As a reaction SMILES: [Cl:1][C:2]1[CH:7]=[CH:6][C:5]([N:8]=[C:9]2[NH:13][C@@H:12]([CH:14]([CH2:16][CH3:17])[CH3:15])[CH2:11][S:10]2)=[CH:4][C:3]=1[C:18]([F:21])([F:20])[F:19].[CH2:22](Br)[CH:23]([CH3:25])[CH3:24]>>[Cl:1][C:2]1[CH:7]=[CH:6][C:5]([N:8]=[C:9]2[N:13]([CH2:22][CH:23]([CH3:25])[CH3:24])[C@@H:12]([CH:14]([CH2:16][CH3:17])[CH3:15])[CH2:11][S:10]2)=[CH:4][C:3]=1[C:18]([F:19])([F:21])[F:20]. Reported procedure: (1S)-1-(Hydroxymethyl)-2-methylbutylamine was made from (L)-isoleucine methyl ester as described in Method B1b. The 2-hydroxyethylamine was converted to (1S)-1-(chloromethyl)-2-methylbutanammonium chloride as described in Method B7a. 4-Chloro-3-(trifluoromethyl)aniline was converted to 4-chloro-3-(trifluoromethyl)phenyl isothiocyanate according to Method A2a, Step 3 4-Chloro-3-(trifluoromethyl)phenyl isothiocyanate was reacted with (1S)-1-(chloromethyl)-2-methylbutanammonium chloride according t... Reactants: CC(=O)O[BH-](OC(C)=O)OC(C)=O, C=O, CCCCCC(CO)c1ccc2c(c1)NCCC2(C)C, CC(=O)O, CC#N, [Na+], O. Yields the product CCCCCC(CO)c1ccc2c(c1)N(C)CCC2(C)C. As a reaction SMILES: [C:23]([O:24][BH-:25]([O:26][C:27](=[O:28])[CH3:29])[O:30][C:31](=[O:32])[CH3:33])(=[O:34])[CH3:35].[CH2:21]=[O:22].[CH3:1][C:2]1([CH3:20])[CH2:3][CH2:4][NH:5][c:6]2[cH:7][c:8]([CH:12]([CH2:13][OH:14])[CH2:15][CH2:16][CH2:17][CH2:18][CH3:19])[cH:9][cH:10][c:11]21.[CH3:37][C:38](=[O:39])[OH:40].[CH3:41][C:42]#[N:43].[Na+:36].[OH2:44]>>[CH3:1][C:2]1([CH3:20])[CH2:3][CH2:4][N:5]([CH3:23])[c:6]2[cH:7][c:8]([CH:12]([CH2:13][OH:14])[CH2:15][CH2:16][CH2:17][CH2:18][CH3:19])[cH:9][cH:10][c:11]21. The reactants are ClCCC(=O)C1=CC=C(C=C1)C (3-chloro-4′-methylpropiophenone), N1CCC(CC1)CNC(=O)N1C(N(C2=C1C=CC=C2)C(C)C)=O (3-isopropyl-2-oxo-2,3-dihydro-benzimidazole-1-carboxylic acid (piperidin-4-ylmethyl)-amide). Yields the product N1CCC(CC1)CNC(=O)N1C(N(C2=C1C=CC=C2)C2CC2)=O (3-cyclopropyl-2-oxo-2,3-dihydro-benzimidazole-1-carboxylic acid (piperidin-4-ylmethyl)-amide), ClCCC(=O)C1=CC=CC=C1 (3-chloropropiophenone), title compound. As a reaction SMILES: [NH:1]1[CH2:6][CH2:5][CH:4]([CH2:7][NH:8][C:9]([N:11]2[C:15]3[CH:16]=[CH:17][CH:18]=[CH:19][C:14]=3[N:13]([CH:20]([CH3:22])[CH3:21])[C:12]2=[O:23])=[O:10])[CH2:3][CH2:2]1.[Cl:24][CH2:25][CH2:26][C:27]([C:29]1[CH:34]=[CH:33][C:32](C)=[CH:31][CH:30]=1)=[O:28]>>[NH:1]1[CH2:6][CH2:5][CH:4]([CH2:7][NH:8][C:9]([N:11]2[C:15]3[CH:16]=[CH:17][CH:18]=[CH:19][C:14]=3[N:13]([CH:20]3[CH2:21][CH2:22]3)[C:12]2=[O:23])=[O:10])[CH2:3][CH2:2]1.[Cl:24][CH2:25][CH2:26][C:27]([C:29]1[CH:34]=[CH:33][CH:32]=[CH:31][CH:30]=1)=[O:28]. Reported procedure: The procedure given in Example 135 was followed using 3-isopropyl-2-oxo-2,3-dihydro-benzimidazole-1-carboxylic acid (piperidin-4-ylmethyl)-amide and 3-chloro-4′-methylpropiophenone as a reactant, instead of 3-cyclopropyl-2-oxo-2,3-dihydro-benzimidazole-1-carboxylic acid (piperidin-4-ylmethyl)-amide and 3-chloropropiophenone, to give the title compound. The reactants are ClCCl, CC1=CC(=O)CC(C)(C)C1=O. Product: CC1CC(=O)CC(C)(C)C1=O. As a reaction SMILES: [CH2:12]([Cl:13])[Cl:14].[O:1]=[C:2]1[C:3]([CH3:11])=[CH:4][C:5](=[O:6])[CH2:7][C:8]1([CH3:9])[CH3:10]>>[O:1]=[C:2]1[CH:3]([CH3:11])[CH2:4][C:5](=[O:6])[CH2:7][C:8]1([CH3:9])[CH3:10]. The reactants are ClC=1C=CC(=NC1OC)C=O (5-chloro-6-methoxypyridine-2-carbaldehyde), C[Si]([N-][Si](C)(C)C)(C)C.[Li+] (lithium hexamethyldisilazide), [I-].C1(=CC=CC=C1)[P+](CC1CCOCC1)(C1=CC=CC=C1)C1=CC=CC=C1 (triphenyl(tetrahydro-2H-pyran-4-ylmethyl)phosphonium iodide), O (water). Run in O1CCCC1 (tetrahydrofuran), O1CCCC1 (tetrahydrofuran), O1CCCC1 (tetrahydrofuran). Run at time 1 hour. Product: ClC=1C(=NC(=CC1)\C=C/C1CCOCC1)OC (3-chloro-2-methoxy-6-[(Z)-2-(tetrahydro-2H-pyran-4-yl)ethenyl]pyridine). The yield is 84.3%. Reaction SMILES: C[Si](C)(C)[N-][Si](C)(C)C.[Li+].[I-].C1([P+](C2C=CC=CC=2)(C2C=CC=CC=2)[CH2:19][CH:20]2[CH2:25][CH2:24][O:23][CH2:22][CH2:21]2)C=CC=CC=1.[Cl:38][C:39]1[CH:40]=[CH:41][C:42]([CH:47]=O)=[N:43][C:44]=1[O:45][CH3:46].O>O1CCCC1>[Cl:38][C:39]1[C:44]([O:45][CH3:46])=[N:43][C:42](/[CH:47]=[CH:19]\[CH:20]2[CH2:21][CH2:22][O:23][CH2:24][CH2:25]2)=[CH:41][CH:40]=1 |f:0.1,2.3|. Procedure details: A solution of lithium hexamethyldisilazide in tetrahydrofuran (1 M, 10 mL) was added to a solution of triphenyl(tetrahydro-2H-pyran-4-ylmethyl)phosphonium iodide (5.51 g) in tetrahydrofuran (20 mL) under ice-cooling, and the mixture was stirred at room temperature for one hour. A solution of 5-chloro-6-methoxypyridine-2-carbaldehyde (1.3 g) in tetrahydrofuran (20 mL) was slowly added to the reaction solution, and the mixture was stirred at room temperature for one hour. The reaction solution was... The reactants are C1(CC1)C1=NC(=CC=C1CO)C(F)(F)F ((2-cyclopropyl-6-(trifluoromethyl)pyridin-3-yl)methanol), S(=O)(Cl)Cl (thionyl chloride). Reagents/catalysts: CN(C)C=O (DMF). Solvent: CCOC(=O)C (EtOAc), ClCCl (dichloromethane). Conditions: time 15 hour. Yields the product ClCC=1C(=NC(=CC1)C(F)(F)F)C1CC1 (3-(chloromethyl)-2-cyclopropyl-6-(trifluoromethyl)pyridine). Yield: 93.2%. RXN SMILES: [CH:1]1([C:4]2[C:9]([CH2:10]O)=[CH:8][CH:7]=[C:6]([C:12]([F:15])([F:14])[F:13])[N:5]=2)[CH2:3][CH2:2]1.S(Cl)([Cl:18])=O>ClCCl.CN(C=O)C.CCOC(C)=O>[Cl:18][CH2:10][C:9]1[C:4]([CH:1]2[CH2:3][CH2:2]2)=[N:5][C:6]([C:12]([F:15])([F:14])[F:13])=[CH:7][CH:8]=1. Reported procedure: To a stirring solution of (2-cyclopropyl-6-(trifluoromethyl)pyridin-3-yl)methanol (890 mg, 4.1 mmol) in dichloromethane (10 mL) at room temperature under argon was added thionyl chloride (730 mg, 6.1 mmol) followed by 3 drops of DMF. The reaction mixture was stirred at room temperature for 15 h. The reaction mixture was then concentrated under vacuum to obtain a light brown oil. This oil was diluted with EtOAc (20 mL) and washed with 10% aqueous Na2CO3 solution (20 mL). The organic layer was sep...